Task: describe an organic reaction: reactants, conditions, products, and yield. Dataset: the Open Reaction Database (ORD), a public repository of structured organic reaction records Starting materials: CC(=O)CCCNC(C)=O, Cc1cn(CCO)c2ccccc12, c1ccccc1. Yields the product CC(=O)NCCCC1(C)OCCn2c1c(C)c1ccccc12. As a reaction SMILES: [C:14]([CH3:15])(=[O:16])[NH:17][CH2:18][CH2:19][CH2:20][C:21]([CH3:22])=[O:23].[CH3:1][c:2]1[cH:3][n:4]([CH2:11][CH2:12][OH:13])[c:5]2[cH:6][cH:7][cH:8][cH:9][c:10]12.[cH:24]1[cH:25][cH:26][cH:27][cH:28][cH:29]1>>[CH3:1][c:2]1[c:3]2[n:4]([c:5]3[cH:6][cH:7][cH:8][cH:9][c:10]13)[CH2:11][CH2:12][O:13][C:21]2([CH2:20][CH2:19][CH2:18][NH:17][C:14]([CH3:15])=[O:16])[CH3:22]. Starting materials: C(C1=CC=CC=C1)N1CCN(CCC1)C(=O)OCC (ethyl 4-benzylhomopiperazine-1-carboxylate), Br (hydrobromic acid). Solvent: O (water). Conditions: temperature 100 celsius. The product is C(C1=CC=CC=C1)N1CCNCCC1 (1-benzylhomopiperazine). The yield is 89.2%. RXN SMILES: [CH2:1]([N:8]1[CH2:14][CH2:13][CH2:12][N:11](C(OCC)=O)[CH2:10][CH2:9]1)[C:2]1[CH:7]=[CH:6][CH:5]=[CH:4][CH:3]=1.Br>O>[CH2:1]([N:8]1[CH2:14][CH2:13][CH2:12][NH:11][CH2:10][CH2:9]1)[C:2]1[CH:3]=[CH:4][CH:5]=[CH:6][CH:7]=1. Procedure: A mixture of 0.85 g of ethyl 4-benzylhomopiperazine-1-carboxylate and 5 ml of 47% hydrobromic acid was heated at 100° C. for 10 hours. After addition of a small amount of water, the reaction mixture was washed with ethyl acetate. The aqueous layer was made alkaline with 30% sodium hydroxide and, after salting out with sodium chloride, extracted with ethyl acetate. The organic layer was washed with saturated aqueous solution of sodium chloride, dried over anhydrous sodium sulfate and concentrated...